From a dataset of the Open Reaction Database (ORD), a public repository of structured organic reaction records. describe an organic reaction: reactants, conditions, products, and yield The reactants are OC1=CC=CC=2C(C3=CC=CC(=C3C(C12)=O)O)C(CC(C)C)=O (1,8-dihydroxy-10-isopentanoylanthrone), C(C)(=O)OC(C)=O (acetic anhydride), C1(=CC=C(C=C1)S(=O)(=O)O)C (p-toluenesulfonic acid), C1(=CC=CC=C1)C (toluene). Product: C(C)(=O)OC1=CC=CC=2C(C3=CC=CC(=C3C(C12)=O)OC(C)=O)C(CC(C)C)=O (1,8-Diacetoxy-10-isopentanoylanthrone). RXN SMILES: [OH:1][C:2]1[C:15]2[C:14](=[O:16])[C:13]3[C:8](=[CH:9][CH:10]=[CH:11][C:12]=3[OH:17])[CH:7]([C:18](=[O:23])[CH2:19][CH:20]([CH3:22])[CH3:21])[C:6]=2[CH:5]=[CH:4][CH:3]=1.[C:24](OC(=O)C)(=[O:26])[CH3:25].C1(C)C=CC(S(O)(=O)=[O:38])=CC=1.[C:42]1([CH3:48])C=CC=CC=1>>[C:24]([O:1][C:2]1[C:15]2[C:14](=[O:16])[C:13]3[C:8](=[CH:9][CH:10]=[CH:11][C:12]=3[O:17][C:42](=[O:38])[CH3:48])[CH:7]([C:18](=[O:23])[CH2:19][CH:20]([CH3:21])[CH3:22])[C:6]=2[CH:5]=[CH:4][CH:3]=1)(=[O:26])[CH3:25]. Reported procedure: Using the same procedure as that described in Example 3, 5 g of 1,8-dihydroxy-10-isopentanoylanthrone obtained above was treated with 5 equivalents of acetic anhydride in 50 cm3 of anhydrous toluene in the presence of a trace of p-toluenesulfonic acid. Starting materials: COC(=O)C1=CC2=C(SC(=C2)CBr)C=C1 (2-bromomethylbenzo[b]thiophene-5-carboxylic acid methyl ester), N1C=NC=C1 (imidazole), C([O-])(O)=O.[Na+] (sodium bicarbonate). Run in CC(=O)C (acetone). Product: COC(=O)C1=CC2=C(SC(=C2)CC=2NC=CN2)C=C1 (2-(1-imidazolylmethyl)benzo[b]thiophene-5-carboxylic acid methyl ester). Isolated yield 49.6%. RXN SMILES: [CH3:1][O:2][C:3]([C:5]1[CH:15]=[CH:14][C:8]2[S:9][C:10]([CH2:12]Br)=[CH:11][C:7]=2[CH:6]=1)=[O:4].[NH:16]1[CH:20]=[CH:19][N:18]=[CH:17]1.C(=O)(O)[O-].[Na+]>CC(C)=O>[CH3:1][O:2][C:3]([C:5]1[CH:15]=[CH:14][C:8]2[S:9][C:10]([CH2:12][C:17]3[NH:16][CH:20]=[CH:19][N:18]=3)=[CH:11][C:7]=2[CH:6]=1)=[O:4] |f:2.3|. Procedure details: A mixture of 2-bromomethylbenzo[b]thiophene-5-carboxylic acid methyl ester (1.71 g), imidazole (4.08 g) and sodium bicarbonate (0.55 g) in acetone (50 ml) was heated under reflux for 3 hours and then evaporated. The residue was partitioned between ethyl acetate and water. The organic layer was washed with water, dried (Na2SO4) and evaporated to give a solid which was chromatographed on silica gel. Elution with chloroform gave first a small amount of starting material followed by product. Evapora... Reported procedure: To a 0° C. solution of diethyl 1,3-dithian-2-ylphosphonate (12.0 g, 46.8 mmol, prepared as described in Saito, T. et al., J. Am. Chem. Soc. 1998 120 (45) 11633-11644) in THF (300 mL) was added n-BuLi (20.0 mL, 49.9 mmol, 2.5 M in hexanes) dropwise. The mixture was stirred at 0° C. for 10 minutes and was cooled to −78° C. A solution of 2,3-dihydro-[1,4]dioxino[2,3-b]pyridine-6-carbaldehyde (5.15 g, 31.2 mmol) in THF (50 mL) was added dropwise via a cannula to the phosphonate solution. The mixture... Conditions: temperature 0 celsius, time 10 minute. The reagents and catalysts are [N+](=O)([O-])[O-].[Ag+] (silver nitrate). The product is O1CCOC2=NC(=CC=C21)CC(=O)OC (methyl 2-(2,3-dihydro-[1,4]dioxino[2,3-b]pyridin-6-yl)acetate). As a reaction SMILES: S1CCCSC1P(=O)([O:11][CH2:12]C)OCC.[Li]CCCC.[O:20]1[C:29]2[C:24](=[N:25][C:26]([CH:30]=O)=[CH:27][CH:28]=2)[O:23][CH2:22][CH2:21]1.P(=O)([O-])[O-].[NH4+].[Cl-].C=[C:39]=[O:40]>C1COCC1.CO.[N+]([O-])([O-])=O.[Ag+]>[O:20]1[C:29]2[C:24](=[N:25][C:26]([CH2:30][C:39]([O:11][CH3:12])=[O:40])=[CH:27][CH:28]=2)[O:23][CH2:22][CH2:21]1 |f:4.5,9.10|. Starting materials: S1C(SCCC1)P(OCC)(OCC)=O (diethyl 1,3-dithian-2-ylphosphonate), [Li]CCCC (n-BuLi), [NH4+].[Cl-] (NH4Cl), O1CCOC2=NC(=CC=C21)C=O (2,3-dihydro-[1,4]dioxino[2,3-b]pyridine-6-carbaldehyde), P([O-])([O-])=O (phosphonate), C=C=O (ketene). The solvent is C1CCOC1 (THF), C1CCOC1 (THF), CO (MeOH). Reactants: FC1=C(C=C(C=C1)C(C)(C)C1=CN=C(N1C1=CC=C(C=C1)F)S)OC (5-(2-(4-fluoro-3-methoxyphenyl)propan-2-yl)-1-(4-fluorophenyl)-1H-imidazole-2-thiol), CS(=O)(=O)OCC1=C(C=C(C=C1F)OCCCO[Si](C)(C)C(C)(C)C)Cl (4-(3-(tert-butyldimethylsilyloxy)propoxy)-2-chloro-6-fluorobenzyl methanesulfonate), C(=O)([O-])[O-].[Cs+].[Cs+] (Cs2CO3). Solvent: CC#N (CH3CN). Run at time 2 hour. Yields the product [Si](C)(C)(C(C)(C)C)OCCCOC1=CC(=C(CSC=2N(C(=CN2)C(C)(C)C2=CC(=C(C=C2)F)OC)C2=CC=C(C=C2)F)C(=C1)F)Cl (2-(4-(3-(tert-Butyldimethylsilyloxy)propoxy)-2-chloro-6-fluorobenzylthio)-5-(2-(4-fluoro-3-methoxyphenyl)propan-2-yl)-1-(4-fluorophenyl)-1H-imidazole). Yield: 71.9%. RXN SMILES: [F:1][C:2]1[CH:7]=[CH:6][C:5]([C:8]([C:11]2[N:15]([C:16]3[CH:21]=[CH:20][C:19]([F:22])=[CH:18][CH:17]=3)[C:14]([SH:23])=[N:13][CH:12]=2)([CH3:10])[CH3:9])=[CH:4][C:3]=1[O:24][CH3:25].CS(O[CH2:31][C:32]1[C:37]([F:38])=[CH:36][C:35]([O:39][CH2:40][CH2:41][CH2:42][O:43][Si:44]([C:47]([CH3:50])([CH3:49])[CH3:48])([CH3:46])[CH3:45])=[CH:34][C:33]=1[Cl:51])(=O)=O.C([O-])([O-])=O.[Cs+].[Cs+]>CC#N>[Si:44]([O:43][CH2:42][CH2:41][CH2:40][O:39][C:35]1[CH:36]=[C:37]([F:38])[C:32]([CH2:31][S:23][C:14]2[N:15]([C:16]3[CH:21]=[CH:20][C:19]([F:22])=[CH:18][CH:17]=3)[C:11]([C:8]([C:5]3[CH:6]=[CH:7][C:2]([F:1])=[C:3]([O:24][CH3:25])[CH:4]=3)([CH3:10])[CH3:9])=[CH:12][N:13]=2)=[C:33]([Cl:51])[CH:34]=1)([C:47]([CH3:49])([CH3:50])[CH3:48])([CH3:46])[CH3:45] |f:2.3.4|. Procedure details: To a stirred solution of 5-(2-(4-fluoro-3-methoxyphenyl)propan-2-yl)-1-(4-fluorophenyl)-1H-imidazole-2-thiol (548 mg, 1.52 mmol) and 4-(3-(tert-butyldimethylsilyloxy)propoxy)-2-chloro-6-fluorobenzyl methanesulfonate (681 mg, 1.60 mmol) in CH3CN (5 mL) was added Cs2CO3 (743 mg, 2.28 mmol, 1.5 eq). The reaction mixture was stirred for 2 h, filtered and evaporated in vacuo to give a residue, which was purified by flash column chromatography (EtOAc/Hex=1:4) to afford 2-(4-(3-(tert-Butyldimethylsilyl... Starting materials: [OH-].[Na+] (sodium hydroxide), CO.C1CCOC1 (methanol THF), C(C1=CC=CC=C1)N1C(C(=CC(=C1CC)C)C(=O)OCC)=O (ethyl 1-benzyl-6-ethyl-5-methyl-2-oxo-1,2-dihydropyridine-3-carboxylate), Cl (hydrochloric acid). Solvent: O (water), O (water). Run at time 2 hour. Product: C(C1=CC=CC=C1)N1C(C(=CC(=C1CC)C)C(=O)O)=O (1-benzyl-6-ethyl-5-methyl-2-oxo-1,2-dihydropyridine-3-carboxylic acid). The yield is 83.7%. As a reaction SMILES: [OH-].[Na+].CO.C1COCC1.[CH2:10]([N:17]1[C:22]([CH2:23][CH3:24])=[C:21]([CH3:25])[CH:20]=[C:19]([C:26]([O:28]CC)=[O:27])[C:18]1=[O:31])[C:11]1[CH:16]=[CH:15][CH:14]=[CH:13][CH:12]=1.Cl>O>[CH2:10]([N:17]1[C:22]([CH2:23][CH3:24])=[C:21]([CH3:25])[CH:20]=[C:19]([C:26]([OH:28])=[O:27])[C:18]1=[O:31])[C:11]1[CH:12]=[CH:13][CH:14]=[CH:15][CH:16]=1 |f:0.1,2.3|. Procedure details: 2M sodium hydroxide solution (7.9 mL, 15.8 mmol) was added to a methanol/THF (7.9 mL/7.9 mL) solution of ethyl 1-benzyl-6-ethyl-5-methyl-2-oxo-1,2-dihydropyridine-3-carboxylate (AA06, 1.92 g, 6.3 mmol), which had been obtained in Example 6, at room temperature and stirred at the same temperature for 2 hours. The reaction mixture was diluted with water (10 mL) and washed with ether (20 mL). 2M hydrochloric acid (8 mL, 16 mmol) was added to the water layer and the obtained mixture was extracted wi...